From a dataset of the Open Reaction Database (ORD), a public repository of structured organic reaction records. describe an organic reaction: reactants, conditions, products, and yield Reactants: OCC(CSC#N)(C)C (3-hydroxy-2,2-dimethyl-1-propylthiocyanate), C(C)(=O)OC(C)=O (acetic anhydride). Run in N1=CC=CC=C1 (pyridine). Run at time 16 hour. The product is C(C)(=O)OCC(CSC#N)(C)C (3-acetoxy-2,2-dimethyl-1-propylthiocyanate). Reaction SMILES: [OH:1][CH2:2][C:3]([CH3:9])([CH3:8])[CH2:4][S:5][C:6]#[N:7].[C:10](OC(=O)C)(=[O:12])[CH3:11]>N1C=CC=CC=1>[C:10]([O:1][CH2:2][C:3]([CH3:9])([CH3:8])[CH2:4][S:5][C:6]#[N:7])(=[O:12])[CH3:11]. Procedure: A mixture of 58.7 g of 3-hydroxy-2,2-dimethyl-1-propylthiocyanate, 400 ml of acetic anhydride and 400 ml of pyridine was stirred for 16 hours at room temperature. The reaction solution was concentrated under reduced pressure. The residue was dissolved in 500 ml of diethyl ether. The solution was washed in turn with 1N-hydrochloric acid, water, aqueous sodium hydrogen carbonate solution and water, and dried over anhydrous magnesium sulfate. After removing the solvent, the residue was purified by ... The reactants are O=C([O-])O, ClCCl, [Na+], O=C(OO)c1cccc(Cl)c1, CC1(O)C=CCC1CO. Yields the product CC1(O)C(CO)CC2OC21. Reaction SMILES: [C:10]([O-:11])(=[O:12])[OH:13].[Cl:26][CH2:27][Cl:28].[Na+:14].[OH:15][O:16][C:17]([c:18]1[cH:19][c:20]([Cl:21])[cH:22][cH:23][cH:24]1)=[O:25].[OH:1][CH2:2][CH:3]1[CH2:4][CH:5]=[CH:6][C:7]1([OH:8])[CH3:9]>>[OH:1][CH2:2][CH:3]1[CH2:4][CH:5]2[CH:6]([C:7]1([OH:8])[CH3:9])[O:11]2.